Dataset: the Open Reaction Database (ORD), a public repository of structured organic reaction records. Task: describe an organic reaction: reactants, conditions, products, and yield The reactants are [N+](=O)([O-])C=1C=C(NC(C2=CC=C(C=C2)O)=O)C=CC1[N+](=O)[O-] (3,4-dinitro-N-(4-hydroxybenzoyl) aniline), O1CCN(CC1)C1=CC=C(C=O)C=C1 (4-morpholinobenzaldehyde). The product is O1CCN(CC1)C1=CC=C(C=C1)C1=NC2=C(N1)C=CC(=C2)NC(C2=CC=C(C=C2)O)=O (N-(2-(4-Morpholinophenyl)-1H-benzimidazol-5-yl)-4-hydroxybenzamide). Reaction SMILES: [N+:1]([C:4]1[CH:5]=[C:6]([CH:17]=[CH:18][C:19]=1[N+:20]([O-])=O)[NH:7][C:8](=[O:16])[C:9]1[CH:14]=[CH:13][C:12]([OH:15])=[CH:11][CH:10]=1)([O-])=O.[O:23]1[CH2:28][CH2:27][N:26]([C:29]2[CH:36]=[CH:35][C:32]([CH:33]=O)=[CH:31][CH:30]=2)[CH2:25][CH2:24]1>>[O:23]1[CH2:28][CH2:27][N:26]([C:29]2[CH:36]=[CH:35][C:32]([C:33]3[NH:20][C:19]4[CH:18]=[CH:17][C:6]([NH:7][C:8](=[O:16])[C:9]5[CH:14]=[CH:13][C:12]([OH:15])=[CH:11][CH:10]=5)=[CH:5][C:4]=4[N:1]=3)=[CH:31][CH:30]=2)[CH2:25][CH2:24]1. Reported procedure: Compound 426 was prepared according to the procedure similar to that described in Scheme III from 3,4-dinitro-N-(4-hydroxybenzoyl) aniline and 4-morpholinobenzaldehyde. [M+H]+ calcd for C24H22N4O3: 415.18; found: 415.17.